From a dataset of the Open Reaction Database (ORD), a public repository of structured organic reaction records. describe an organic reaction: reactants, conditions, products, and yield Starting materials: FC1=C(C=CC(=C1)I)NC1=C(C#N)C=CN=C1 (3-[(2-fluoro-4-iodophenyl)amino]isonicotinonitrile), [Cl-].[NH4+] (ammonium chloride), [N-]=[N+]=[N-].[Na+] (sodium azide). Run at temperature 100 celsius. Product: FC1=C(C=CC(=C1)I)NC=1C=NC=CC1C1=NN=NN1 (N-(2-fluoro-4-iodophenyl)-4-(1H-tetrazol-5-yl)pyridin-3-amine). Reaction SMILES: [F:1][C:2]1[CH:7]=[C:6]([I:8])[CH:5]=[CH:4][C:3]=1[NH:9][C:10]1[CH:17]=[N:16][CH:15]=[CH:14][C:11]=1[C:12]#[N:13].[Cl-].[NH4+].[N-:20]=[N+:21]=[N-:22].[Na+]>>[F:1][C:2]1[CH:7]=[C:6]([I:8])[CH:5]=[CH:4][C:3]=1[NH:9][C:10]1[CH:17]=[N:16][CH:15]=[CH:14][C:11]=1[C:12]1[NH:22][N:21]=[N:20][N:13]=1 |f:1.2,3.4|. Reported procedure: 3-[(2-fluoro-4-iodophenyl)amino]isonicotinonitrile (100 mg, 0.29 mmol), ammonium chloride (28 mg, 0.52 mmol), and sodium azide (35 mg, 0.54 mmol) were dispended into a seal tube equipped with a stirring bar. The seal tube was degassed by vacuum and recharging with nitrogen three times before addition of anhydrous DMF (3 mL). The mixture was heated at 100° C. for three days. The mixture was diluted with saturated NaHCO3 and washed with EtOAc. The aqueous phase was acidified with concentrated HCl ... The reactants are ClCCl, O=S(=O)(c1ccccc1)n1c(C(O)CC2CCCC2)cc2cc(F)cnc21. The product is O=C(CC1CCCC1)c1cc2cc(F)cnc2n1S(=O)(=O)c1ccccc1. Reaction SMILES: [Cl:28][CH2:29][Cl:30].[c:1]1([S:7](=[O:8])(=[O:9])[n:10]2[c:11]([CH:20]([CH2:21][CH:22]3[CH2:23][CH2:24][CH2:25][CH2:26]3)[OH:27])[cH:12][c:13]3[c:14]2[n:15][cH:16][c:17]([F:19])[cH:18]3)[cH:2][cH:3][cH:4][cH:5][cH:6]1>>[c:1]1([S:7](=[O:8])(=[O:9])[n:10]2[c:11]([C:20]([CH2:21][CH:22]3[CH2:23][CH2:24][CH2:25][CH2:26]3)=[O:27])[cH:12][c:13]3[c:14]2[n:15][cH:16][c:17]([F:19])[cH:18]3)[cH:2][cH:3][cH:4][cH:5][cH:6]1. The solvent is C1(=CC=CC=C1)C (toluene), C(C)#N (acetonitrile). Isolated yield 94.2%. Starting materials: C(CC)N1C(CC(C1)=O)=O (1-propyl-2,4-dioxopyrrolidine), NC1=C(SC=C1C(=O)OC)CCCCC (methyl 3-amino-2-pentylthiophene- 4-carboxylate), O.C1(=CC=CC=C1)C (water toluene), C(=O)(OCC)C1C(N(CC1=O)CCC)=O (3-carboethoxy-1-propyl-2,4-dioxopyrrolidine). RXN SMILES: C([CH:6]1[C:10](=O)[CH2:9][N:8]([CH2:12][CH2:13][CH3:14])[C:7]1=[O:15])(OCC)=O.C(N1CC(=O)CC1=O)CC.[NH2:26][C:27]1[C:31]([C:32]([O:34][CH3:35])=[O:33])=[CH:30][S:29][C:28]=1[CH2:36][CH2:37][CH2:38][CH2:39][CH3:40].O.C1(C)C=CC=CC=1>C(#N)C.C1(C)C=CC=CC=1>[CH2:12]([N:8]1[CH2:9][C:10]([NH:26][C:27]2[C:31]([C:32]([O:34][CH3:35])=[O:33])=[CH:30][S:29][C:28]=2[CH2:36][CH2:37][CH2:38][CH2:39][CH3:40])=[CH:6][C:7]1=[O:15])[CH2:13][CH3:14] |f:3.4|. Reported procedure: Freshly prepared 1-propyl-Z,4-dioxopyrrolidine was prepared as described in Example le from 3-carboethoxy-1-propyl-2,4-dioxopyrrolidine (3.55 g) in acetonitrile (100 ml). The 1-propyl-2,4-dioxopyrrolidine was mixed with methyl 3-amino-2-pentylthiophene- 4-carboxylate (2.70 g) in toluene (65 ml). The mixture was refluxed for 2 hours with removal of the water/toluene azeotrope using a Dean-Stark trap. After distilling off the excess toluene, the residue was taken up in ethyl acetate, washed sequen... Product: 1-propyl-Z,4-dioxopyrrolidine, C(CC)N1C(C=C(C1)NC1=C(SC=C1C(=O)OC)CCCCC)=O (3-(1-Propyl-2-oxo-3-pyrrolin-4-yl)amino-2-pentyl-4-carbomethoxythiophene). Reactants: FC(C=1C=C(C=CC1)C1=C2CC(NC2=CC=C1)=O)(F)F (4-(3-trifluoromethyl-phenyl)-1,3-dihydro-indol-2-one), CC1=C(NC=C1C(=O)N1CCN(CC1)C)C=O (3-methyl-4-(4-methyl-piperazine-1-carbonyl)-1H-pyrrole-2-carbaldehyde). Reagents/catalysts: N1CCCCC1 (piperidine). Run in C(C)O (ethanol). Run at time 3 day. Product: CC1=C(NC=C1C(=O)N1CCN(CC1)C)C=C1C(NC2=CC=CC(=C12)C1=CC(=CC=C1)C(F)(F)F)=O (3-(3-methyl-4-(4-methyl-piperazine-1-carbonyl)-1H-pyrrol-2-ylmethylene]-4 (3-trifluoromethyl-phenyl)-1,3-dihydro-indol-2-one). Isolated yield 37.9%. As a reaction SMILES: [F:1][C:2]([F:20])([F:19])[C:3]1[CH:4]=[C:5]([C:9]2[CH:17]=[CH:16][CH:15]=[C:14]3[C:10]=2[CH2:11][C:12](=[O:18])[NH:13]3)[CH:6]=[CH:7][CH:8]=1.[CH3:21][C:22]1[C:26]([C:27]([N:29]2[CH2:34][CH2:33][N:32]([CH3:35])[CH2:31][CH2:30]2)=[O:28])=[CH:25][NH:24][C:23]=1[CH:36]=O>C(O)C.N1CCCCC1>[CH3:21][C:22]1[C:26]([C:27]([N:29]2[CH2:30][CH2:31][N:32]([CH3:35])[CH2:33][CH2:34]2)=[O:28])=[CH:25][NH:24][C:23]=1[CH:36]=[C:11]1[C:10]2[C:14](=[CH:15][CH:16]=[CH:17][C:9]=2[C:5]2[CH:6]=[CH:7][CH:8]=[C:3]([C:2]([F:1])([F:19])[F:20])[CH:4]=2)[NH:13][C:12]1=[O:18]. Procedure: To a solution of 4-(3-trifluoromethyl-phenyl)-1,3-dihydro-indol-2-one (69.3 mg, 0.25 mmol) and 3-methyl-4-(4-methyl-piperazine-1-carbonyl)-1H-pyrrole-2-carbaldehyde (61.2 mg, 0.26 mmol) in ethanol (2 mL) was added piperidine (3 drops). The reaction mixture was stirred at room temperature for three days. A yellow solid product was precipitated out, filtered, washed by ethanol for three times, and dried under high vacuum to provide pure product 3-(3-methyl-4-(4-methyl-piperazine-1-carbonyl)-1H-pyr... The reactants are CCNC1(C(N)=O)CNC1, ClCCl, ClCCl, CO, CCN(C(C)C)C(C)C, Cc1nc(Cl)n2nc(-c3ccccc3Cl)c(I)c2n1, CN(C)C=O. Product: CCNC1(C(N)=O)CN(c2nc(C)nc3c(I)c(-c4ccccc4Cl)nn23)C1. As a reaction SMILES: [CH2:1]([CH3:2])[NH:3][C:4]1([C:8](=[O:9])[NH2:10])[CH2:5][NH:6][CH2:7]1.[CH2:41]([Cl:42])[Cl:43].[CH2:49]([Cl:50])[Cl:51].[CH3:39][OH:40].[CH:11]([N:12]([CH:13]([CH3:14])[CH3:15])[CH2:16][CH3:17])([CH3:18])[CH3:19].[Cl:20][c:21]1[n:22][c:23]([CH3:38])[n:24][c:25]2[n:26]1[n:27][c:28](-[c:31]1[c:32]([Cl:37])[cH:33][cH:34][cH:35][cH:36]1)[c:29]2[I:30].[O:44]=[CH:45][N:46]([CH3:47])[CH3:48]>>[CH2:1]([CH3:2])[NH:3][C:4]1([C:8](=[O:9])[NH2:10])[CH2:5][N:6]([c:21]2[n:22][c:23]([CH3:38])[n:24][c:25]3[n:26]2[n:27][c:28](-[c:31]2[c:32]([Cl:37])[cH:33][cH:34][cH:35][cH:36]2)[c:29]3[I:30])[CH2:7]1. Starting materials: C(C1=CC=CC=C1)OC1=CC=C(CN2C(C3(C4=CC=CC=C24)COC2=CC4=C(OCCO4)C=C23)=O)C=C1 (1′-[4-(benzyloxy)benzyl]-2,3-dihydrospiro[furo[2,3-g][1,4]benzodioxine-8,3′-indol]-2′(1′H)-one), C(C1=CC=CC=C1)OC1=CC=C(CN2C(C3(C4=CC=CC=C24)C2=C(OC3)C=C3OCCC3=C2)=O)C=C1 (1′-[4-(benzyloxy)benzyl]-5,6-dihydrospiro[benzo[1,2-b:5,4-b′]difuran-3,3′-indol]-2′(1′H)-one). The product is OC1=CC=C(CN2C(C3(C4=CC=CC=C24)COC2=CC4=C(OCCO4)C=C23)=O)C=C1 (1′-(4-hydroxybenzyl)-2,3-dihydrospiro[furo[2,3-g][1,4]benzodioxine-8,3′-indol]-2′(1′H)-one). As a reaction SMILES: C([O:8][C:9]1[CH:37]=[CH:36][C:12]([CH2:13][N:14]2[C:22]3[C:17](=[CH:18][CH:19]=[CH:20][CH:21]=3)[C:16]3([C:34]4[C:25](=[CH:26][C:27]5[O:32][CH2:31][CH2:30][O:29][C:28]=5[CH:33]=4)[O:24][CH2:23]3)[C:15]2=[O:35])=[CH:11][CH:10]=1)C1C=CC=CC=1.C(OC1C=CC(CN2C3C(=CC=CC=3)C3(COC4C=C5C(=CC3=4)CCO5)C2=O)=CC=1)C1C=CC=CC=1>>[OH:8][C:9]1[CH:10]=[CH:11][C:12]([CH2:13][N:14]2[C:22]3[C:17](=[CH:18][CH:19]=[CH:20][CH:21]=3)[C:16]3([C:34]4[C:25](=[CH:26][C:27]5[O:32][CH2:31][CH2:30][O:29][C:28]=5[CH:33]=4)[O:24][CH2:23]3)[C:15]2=[O:35])=[CH:36][CH:37]=1. Procedure details: Following the procedure as described in Example 17 and making non-critical variations using 1′-[4-(benzyloxy)benzyl]-2,3-dihydrospiro[furo[2,3-g][1,4]benzodioxine-8,3′-indol]-2′(1′H)-one to replace 1′-[4-(benzyloxy)benzyl]-5,6-dihydrospiro[benzo[1,2-b:5,4-b′]difuran-3,3′-indol]-2′(1′H)-one, 1′-(4-hydroxybenzyl)-2,3-dihydrospiro[furo[2,3-g][1,4]benzodioxine-8,3′-indol]-2′(1′H)-one was obtained (93%) as a colorless solid: mp 243-244° C.; 1H NMR (300 MHz, CDCl3) δ 9.42 (s, 1H), 7.30-7.22 (m, 1H), 7...